This data is from the Open Reaction Database (ORD), a public repository of structured organic reaction records. The task is: describe an organic reaction: reactants, conditions, products, and yield Reactants: CCC(CC)CBr, Cc1c(Br)cc(O)cc1Br, O=C([O-])[O-], CCOC(C)=O, [Cs+], [Cs+], CN(C)C=O. Yields the product CCC(CC)COc1cc(Br)c(C)c(Br)c1. As a reaction SMILES: [Br:17][CH2:18][CH:19]([CH2:20][CH3:21])[CH2:22][CH3:23].[Br:1][c:2]1[cH:3][c:4]([OH:10])[cH:5][c:6]([Br:9])[c:7]1[CH3:8].[C:11](=[O:12])([O-:13])[O-:14].[CH3:29][CH2:30][O:31][C:32](=[O:33])[CH3:34].[Cs+:15].[Cs+:16].[O:24]=[CH:25][N:26]([CH3:27])[CH3:28]>>[Br:1][c:2]1[cH:3][c:4]([O:10][CH2:18][CH:19]([CH2:20][CH3:21])[CH2:22][CH3:23])[cH:5][c:6]([Br:9])[c:7]1[CH3:8]. The reactants are COC(=O)C=1SC=C(C1OC)Br (methyl-4-bromo-3-methoxy-2-thiophenecarboxylate), [OH-].[Na+] (NaOH). Solvent: O1CCCC1 (tetrahydrofuran). Run at time 4 day. Product: BrC=1C(=C(SC1)C(=O)O)OC (4-bromo-3-methoxy-2-thiophene carboxylic acid). Yield: 90.0%. RXN SMILES: C[O:2][C:3]([C:5]1[S:6][CH:7]=[C:8]([Br:12])[C:9]=1[O:10][CH3:11])=[O:4].[OH-].[Na+]>O1CCCC1>[Br:12][C:8]1[C:9]([O:10][CH3:11])=[C:5]([C:3]([OH:4])=[O:2])[S:6][CH:7]=1 |f:1.2|. Reported procedure: The product from Step A above (22.5 g, 84.36 mmol) was dissolved in 60 mL of tetrahydrofuran and added with 125 mL of a 1.0 M NaOH aqueous solution. The mixture was stirred at room temperature for 4 d, then washed with ether (60 mL×2), acidified to pH ˜2 using a 1.0 M HCl aqueous solution. Solids were precipitated out after acidification, and collected by filtration. The solid was dissolved in methylene chloride-ethyl acetate (˜4:1, v/v). The organic solution was washed with H2O and brine, dried... RXN SMILES: [C:1]([O:4][C@H:5]1[CH2:31][CH2:30][C@@:29]2([CH3:32])[C@@H:7]([CH2:8][CH2:9][C@@H:10]3[C@@H:28]2[C@H:27]([O:33][C:34](=[O:36])[CH3:35])[C@@H:26]([OH:37])[C@@:25]2([CH3:38])[C@H:11]3[CH2:12][C@@H:13]3[O:18][C@@:17]4([O:24][CH2:23][C@H:21]([CH3:22])[CH2:20][CH2:19]4)[C@@H:15]([CH3:16])[C@@H:14]32)[CH2:6]1)(=[O:3])[CH3:2].N1C=CC=CC=1>C(Cl)Cl.[O-2].[O-2].[O-2].[Cr+6]>[C:1]([O:4][C@H:5]1[CH2:31][CH2:30][C@@:29]2([CH3:32])[C@@H:7]([CH2:8][CH2:9][C@@H:10]3[C@@H:28]2[C@H:27]([O:33][C:34](=[O:36])[CH3:35])[C:26](=[O:37])[C@@:25]2([CH3:38])[C@H:11]3[CH2:12][C@@H:13]3[O:18][C@@:17]4([O:24][CH2:23][C@H:21]([CH3:22])[CH2:20][CH2:19]4)[C@@H:15]([CH3:16])[C@@H:14]32)[CH2:6]1)(=[O:3])[CH3:2] |f:3.4.5.6|. Yields the product C(C)(=O)O[C@@H]1C[C@@H]2CC[C@H]3[C@@H]4C[C@H]5[C@H]([C@H](C)[C@]6(O5)CC[C@@H](C)CO6)[C@]4(C([C@H]([C@@H]3[C@]2(CC1)C)OC(C)=O)=O)C ((3β,5α,11α,25R)3,11-di(acetoxy)spirostan-12-one). The reagents and catalysts are [O-2].[O-2].[O-2].[Cr+6] (chromium trioxide). Reported procedure: (3β,5α,11α,12β,25R)3,11-di(acetoxy)spirostan-12-ol was oxidized with chromium trioxide and pyridine in methylene chloride according to the procedure described in Org. Syn., 1976, 55, 84 to give the title compound. Solvent: C(Cl)Cl (methylene chloride). Starting materials: C(C)(=O)O[C@@H]1C[C@@H]2CC[C@H]3[C@@H]4C[C@H]5[C@H]([C@H](C)[C@]6(O5)CC[C@@H](C)CO6)[C@]4([C@@H]([C@H]([C@@H]3[C@]2(CC1)C)OC(C)=O)O)C ((3β,5α,11α,12β,25R)3,11-di(acetoxy)spirostan-12-ol), N1=CC=CC=C1 (pyridine). Starting materials: ClC=1C=C(C=CC1Cl)[C@H]1CN(C[C@@H]1NC)C(=O)C1CCN(CC1)C(=O)C1(CC1)C (rac-{4-[(3S,4R)-3-(3,4-dichloro-phenyl)-4-methylamino-pyrrolidine-1-carbonyl]-piperidin-1-yl}-(1-methyl-cyclopropyl)-methanone), ClC(=O)OC1=CC=C(C=C1)C (p-tolyl chloroformate). Yields the product C1(=CC=C(C=C1)OC(N(C)[C@H]1CN(C[C@@H]1C1=CC(=C(C=C1)Cl)Cl)C(=O)C1CCN(CC1)C(=O)C1(CC1)C)=O)C (rac-{(3R,4S)-4-(3,4-Dichloro-phenyl)-1-[1-(1-methyl-cyclopropanecarbonyl)-piperidine-4-carbonyl]-pyrrolidin-3-yl}-methyl-carbamic acid p-tolyl ester), C1(=C(C=CC=C1)C1=CC=C(C=C1)OC(N(C)[C@H]1CN(C[C@@H]1C1=CC(=C(C=C1)Cl)Cl)C(=O)C1CCN(CC1)C(=O)C1(CC1)C)=O)C (rac-{(3R,4S)-4-(3,4-dichloro-phenyl)-1-[1-(1-methyl-cyclopropanecarbonyl)-piperidine-4-carbonyl]-pyrrolidin-3-yl}-methyl-carbamic acid p-tolyl-phenyl ester). Reaction SMILES: [Cl:1][C:2]1[CH:3]=[C:4]([C@@H:9]2[C@@H:13]([NH:14][CH3:15])[CH2:12][N:11]([C:16]([CH:18]3[CH2:23][CH2:22][N:21]([C:24]([C:26]4([CH3:29])[CH2:28][CH2:27]4)=[O:25])[CH2:20][CH2:19]3)=[O:17])[CH2:10]2)[CH:5]=[CH:6][C:7]=1[Cl:8].Cl[C:31]([O:33][C:34]1[CH:39]=[CH:38][C:37]([CH3:40])=[CH:36][CH:35]=1)=[O:32]>>[C:37]1([CH3:40])[CH:38]=[CH:39][C:34]([O:33][C:31](=[O:32])[N:14]([C@@H:13]2[C@@H:9]([C:4]3[CH:5]=[CH:6][C:7]([Cl:8])=[C:2]([Cl:1])[CH:3]=3)[CH2:10][N:11]([C:16]([CH:18]3[CH2:19][CH2:20][N:21]([C:24]([C:26]4([CH3:29])[CH2:28][CH2:27]4)=[O:25])[CH2:22][CH2:23]3)=[O:17])[CH2:12]2)[CH3:15])=[CH:35][CH:36]=1.[C:6]1([CH3:5])[CH:7]=[CH:2][CH:3]=[CH:4][C:40]=1[C:37]1[CH:38]=[CH:39][C:34]([O:33][C:31](=[O:32])[N:14]([C@@H:13]2[C@@H:9]([C:4]3[CH:5]=[CH:6][C:7]([Cl:8])=[C:2]([Cl:1])[CH:3]=3)[CH2:10][N:11]([C:16]([CH:18]3[CH2:23][CH2:22][N:21]([C:24]([C:26]4([CH3:29])[CH2:27][CH2:28]4)=[O:25])[CH2:20][CH2:19]3)=[O:17])[CH2:12]2)[CH3:15])=[CH:35][CH:36]=1. Reported procedure: In analogy to the procedure described for the synthesis of example 2 (step b), the title compound rac-{(3R,4S)-4-(3,4-dichloro-phenyl)-1-[1-(1-methyl-cyclopropanecarbonyl)-piperidine-4-carbonyl]-pyrrolidin-3-yl}-methyl-carbamic acid p-tolyl-phenyl ester was prepared from rac-{4-[(3S,4R)-3-(3,4-dichloro-phenyl)-4-methylamino-pyrrolidine-1-carbonyl]-piperidin-1-yl}-(1-methyl-cyclopropyl)-methanone using p-tolyl chloroformate instead of 4-fluorophenyl chloroformate and was obtained as a light brown... The reactants are C1COCCO1, CCN(C(C)C)C(C)C, Clc1cc(Cl)c2ccc(I)cc2n1, O=C(C=Cc1ccccc1)C=Cc1ccccc1, O=C(C=Cc1ccccc1)C=Cc1ccccc1, O=C(C=Cc1ccccc1)C=Cc1ccccc1, [Pd], [Pd], N#CC1(c2cccc(S)c2)CCOCC1, CC1(C)c2cccc(P(c3ccccc3)c3ccccc3)c2Oc2c(P(c3ccccc3)c3ccccc3)cccc21. Yields the product N#CC1(c2cccc(Sc3ccc4c(Cl)cc(Cl)nc4c3)c2)CCOCC1. As a reaction SMILES: [CH2:80]1[O:81][CH2:82][CH2:83][O:84][CH2:85]1.[CH:29]([N:30]([CH2:31][CH3:32])[CH:33]([CH3:34])[CH3:35])([CH3:36])[CH3:37].[Cl:1][c:2]1[n:3][c:4]2[cH:5][c:6]([I:13])[cH:7][cH:8][c:9]2[c:10]([Cl:12])[cH:11]1.[O:106]=[C:107]([CH:108]=[CH:109][c:110]1[cH:111][cH:112][cH:113][cH:114][cH:115]1)[CH:116]=[CH:117][c:118]1[cH:119][cH:120][cH:121][cH:122][cH:123]1.[O:124]=[C:125]([CH:126]=[CH:127][c:128]1[cH:129][cH:130][cH:131][cH:132][cH:133]1)[CH:134]=[CH:135][c:136]1[cH:137][cH:138][cH:139][cH:140][cH:141]1.[O:88]=[C:89]([CH:90]=[CH:91][c:92]1[cH:93][cH:94][cH:95][cH:96][cH:97]1)[CH:98]=[CH:99][c:100]1[cH:101][cH:102][cH:103][cH:104][cH:105]1.[Pd:86].[Pd:87].[SH:14][c:15]1[cH:16][c:17]([C:21]2([C:27]#[N:28])[CH2:22][CH2:23][O:24][CH2:25][CH2:26]2)[cH:18][cH:19][cH:20]1.[c:38]1([P:39]([c:40]2[cH:41][cH:42][cH:43][cH:44][cH:45]2)[c:46]2[c:47]3[c:71]([cH:72][cH:73][cH:74]2)[C:68]([CH3:69])([CH3:70])[c:50]2[c:49]([c:54]([P:55]([c:56]4[cH:57][cH:58][cH:59][cH:60][cH:61]4)[c:62]4[cH:63][cH:64][cH:65][cH:66][cH:67]4)[cH:53][cH:52][cH:51]2)[O:48]3)[cH:75][cH:76][cH:77][cH:78][cH:79]1>>[Cl:1][c:2]1[n:3][c:4]2[cH:5][c:6]([S:14][c:15]3[cH:16][c:17]([C:21]4([C:27]#[N:28])[CH2:22][CH2:23][O:24][CH2:25][CH2:26]4)[cH:18][cH:19][cH:20]3)[cH:7][cH:8][c:9]2[c:10]([Cl:12])[cH:11]1. Starting materials: NC=1N=CSC1 (4-aminothiazole), O (water), N1=CC=CC=C1 (pyridine), C(C)(=O)C1=C(S(=O)(=O)Cl)C=CC(=C1)N (acetylsulfanilyl chloride). Reaction conditions: time 2 day. Product: C(C)(=O)NC1=CC=C(S(=O)(=O)NC=2N=CSC2)C=C1 (4-(N4 -acetylsulfanilamido)thiazole). Reaction SMILES: [NH2:1][C:2]1[N:3]=[CH:4][S:5][CH:6]=1.N1[CH:12]=[CH:11]C=CC=1.C([C:16]1[CH:25]=[C:24]([NH2:26])[CH:23]=[CH:22][C:17]=1[S:18](Cl)(=[O:20])=[O:19])(=O)C.[OH2:27]>>[C:11]([NH:26][C:24]1[CH:25]=[CH:16][C:17]([S:18]([NH:1][C:2]2[N:3]=[CH:4][S:5][CH:6]=2)(=[O:19])=[O:20])=[CH:22][CH:23]=1)(=[O:27])[CH3:12]. Reported procedure: A cold solution of 1.60 g. (0.016 mole) of 4-aminothiazole in 20 ml. of dry pyridine is treated with 4.0 g. (0.017 mole) of acetylsulfanilyl chloride in small portions over 15 minutes. The reaction is allowed to warm slowly to room temperature and stirring continued for about 2 days. The red solution is diluted slowly with 120 ml. of water and then cooled in an ice-bath for 11/2 hours. The crystalline precipitate is collected and washed with a small amount of cold dilute hydrochloric acid follow...